From a dataset of the Open Reaction Database (ORD), a public repository of structured organic reaction records. describe an organic reaction: reactants, conditions, products, and yield Starting materials: BrCc1ccccc1, O=C([O-])[O-], CN(C)C=O, [K+], [K+], Nc1ccc(C(=O)c2ccccc2C(=O)O)cc1[N+](=O)[O-]. Yields the product Nc1ccc(C(=O)c2ccccc2C(=O)OCc2ccccc2)cc1[N+](=O)[O-]. Reaction SMILES: [Br:28][CH2:29][c:30]1[cH:31][cH:32][cH:33][cH:34][cH:35]1.[C:22](=[O:23])([O-:24])[O-:25].[CH3:36][N:37]([CH3:38])[CH:39]=[O:40].[K+:26].[K+:27].[NH2:1][c:2]1[c:3]([N+:19](=[O:20])[O-:21])[cH:4][c:5]([C:6](=[O:7])[c:8]2[c:9]([C:10](=[O:11])[OH:12])[cH:13][cH:14][cH:15][cH:16]2)[cH:17][cH:18]1>>[NH2:1][c:2]1[c:3]([N+:19](=[O:20])[O-:21])[cH:4][c:5]([C:6](=[O:7])[c:8]2[c:9]([C:10](=[O:11])[O:12][CH2:29][c:30]3[cH:31][cH:32][cH:33][cH:34][cH:35]3)[cH:13][cH:14][cH:15][cH:16]2)[cH:17][cH:18]1.